The task is: describe an organic reaction: reactants, conditions, products, and yield. This data is from the Open Reaction Database (ORD), a public repository of structured organic reaction records. Starting materials: O1CCN(CC1)C(=O)CCC(C(=O)O)=CC1=CC=CC2=CC=CC=C12 (4-morpholinocarbonyl-2-(1-naphthylmethylene)butyric acid). The reagents and catalysts are [Pd] (palladium-on-carbon). The solvent is CO (methanol), [H][H] (hydrogen). Product: O1CCN(CC1)C(=O)CCC(C(=O)O)CC1=CC=CC2=CC=CC=C12 (4-morpholinocarbonyl-2-(1-naphthylmethyl)butyric acid). Isolated yield 89.1%. Reaction SMILES: [O:1]1[CH2:6][CH2:5][N:4]([C:7]([CH2:9][CH2:10][C:11](=[CH:15][C:16]2[C:25]3[C:20](=[CH:21][CH:22]=[CH:23][CH:24]=3)[CH:19]=[CH:18][CH:17]=2)[C:12]([OH:14])=[O:13])=[O:8])[CH2:3][CH2:2]1>CO.[H][H].[Pd]>[O:1]1[CH2:6][CH2:5][N:4]([C:7]([CH2:9][CH2:10][CH:11]([CH2:15][C:16]2[C:25]3[C:20](=[CH:21][CH:22]=[CH:23][CH:24]=3)[CH:19]=[CH:18][CH:17]=2)[C:12]([OH:14])=[O:13])=[O:8])[CH2:3][CH2:2]1. Procedure: 5.0 g (14.8 mmole) of this 4-morpholinocarbonyl-2-(1-naphthylmethylene)butyric acid were dissolved in 50 ml of methanol and hydrogenated in hydrogen at atmospheric pressure in the presence of 1.0 g of a 10% w/w palladium-on-carbon catalyst. The catalyst was then removed by filtration, after which the solvent was removed by distillation under reduced pressure. The residue was triturated with diethyl ether to precipitate crystals, which were collected by filtration to give 4.5 g of 4-morpholinocar... The reactants are FC(C(=O)O)(F)F (Trifluoroacetic acid), CCC(CC)NC(=O)C1=CC2(CCN(CC2)C(=O)OC(C)(C)C)C2=CC=CC=C12 (tert-butyl 3-(pentan-3-ylcarbamoyl)spiro[inden-1,4′-piperidine]-1′-carboxylate). The solvent is ClCCl (dichloromethane). Run at time 1 hour. The product is CCC(CC)NC(=O)C1=CC2(CCNCC2)C2=CC=CC=C12 (N-(pentan-3-yl)spiro[indene-1,4′-piperidine]-3-carboxamide). The yield is 138.5%. Reaction SMILES: FC(F)(F)C(O)=O.[CH3:8][CH2:9][CH:10]([NH:13][C:14]([C:16]1[C:36]2[C:31](=[CH:32][CH:33]=[CH:34][CH:35]=2)[C:18]2([CH2:23][CH2:22][N:21](C(OC(C)(C)C)=O)[CH2:20][CH2:19]2)[CH:17]=1)=[O:15])[CH2:11][CH3:12]>ClCCl>[CH3:12][CH2:11][CH:10]([NH:13][C:14]([C:16]1[C:36]2[C:31](=[CH:32][CH:33]=[CH:34][CH:35]=2)[C:18]2([CH2:19][CH2:20][NH:21][CH2:22][CH2:23]2)[CH:17]=1)=[O:15])[CH2:9][CH3:8]. Procedure details: Trifluoroacetic acid (5 mL) was added to a stirred solution of compound (F1) (0.60 g, 1.50 mmol) in dichloromethane (10 mL) and the solution was stirred at room temperature for 1 h. The solvent was removed under reduced pressure and dried under high vacuum for 18 h to provide N-(pentan-3-yl)spiro[indene-1,4′-piperidine]-3-carboxamide (F2) as an oil (0.62 g). LC/MS (10-90% over 3 min with 0.9% FA) m/z 299 (M+1) Rt 1.9 minutes. The reactants are FC=1C=CC=C2C(C(NC12)=O)=O (7-Fluoro-1H-indole-2,3-dione), 4,188,325, ICC (iodoethane), C([O-])([O-])=O.[K+].[K+] (potassium carbonate). The solvent is CN(C)C=O (DMF), O (water). Product: C(C)N1C(C(C2=CC=CC(=C12)F)=O)=O (1-ethyl-7-fluoro-1H-indole-2,3-dione). As a reaction SMILES: [F:1][C:2]1[CH:3]=[CH:4][CH:5]=[C:6]2[C:10]=1[NH:9][C:8](=[O:11])[C:7]2=[O:12].I[CH2:14][CH3:15].C(=O)([O-])[O-].[K+].[K+]>CN(C=O)C.O>[CH2:14]([N:9]1[C:10]2[C:6](=[CH:5][CH:4]=[CH:3][C:2]=2[F:1])[C:7](=[O:12])[C:8]1=[O:11])[CH3:15] |f:2.3.4|. Reported procedure: 7-Fluoro-1H-indole-2,3-dione (prepared according to the method of Gassman as described in U.S. Pat. No. 4,188,325 (4.00 g, 24.2 mmol), iodoethane (3.87 ml, 48.5 mmol) and potassium carbonate (6.61 g, 48.5 mmol) in DMF (20 ml) are stirred at room temperature for 20 hours. The reaction mixture is diluted with cold water and the resulting precipitate filtered and dried to give the title compound as an orange solid. HPLC r.t. 4.48 min; MS for C10H8FNO2 m/z 193.9 (M+H)+. The reactants are ClCCl (dichloromethane), FC1=CC=C(C=C1)N1CCNCC1 (1-(p-fluorophenyl)piperazine), CN(C(=O)Cl)C(=O)N(C)C (2,4,4-trimethylallophanoyl chloride). The solvent is C(C)N(CC)CC (triethylamine). Yields the product FC1=CC=C(C=C1)N1CCN(CC1)C(N(C(=O)N(C)C)C)=O (1-(p-fluorophenyl)-4-(2,4,4-trimethylallophanoyl)piperazine). Yield: 74.1%. Reaction SMILES: ClCCl.[F:4][C:5]1[CH:10]=[CH:9][C:8]([N:11]2[CH2:16][CH2:15][NH:14][CH2:13][CH2:12]2)=[CH:7][CH:6]=1.[CH3:17][N:18]([C:22]([N:24]([CH3:26])[CH3:25])=[O:23])[C:19](Cl)=[O:20]>C(N(CC)CC)C>[F:4][C:5]1[CH:6]=[CH:7][C:8]([N:11]2[CH2:16][CH2:15][N:14]([C:19](=[O:20])[N:18]([CH3:17])[C:22]([N:24]([CH3:26])[CH3:25])=[O:23])[CH2:13][CH2:12]2)=[CH:9][CH:10]=1. Procedure: Into 80 ml of dichloromethane, were dissolved 10.8 g of 1-(p-fluorophenyl)piperazine and 6.1 g of triethylamine. To the solution, while being stirred and cooled in ice, was added dropwise 10.0 g of 2,4,4-trimethylallophanoyl chloride. After one hour of reaction at room temperature, the reaction mixture was washed with water and dried over anhydrous sodium sulfate. The solvent was removed by distillation and the residue was recrystallized from a mixture of ethanol and ether to obtain 13.7 g (74% ... The reactants are ClCCl, CC(C)CC(O)c1ccc2c(cnn2-c2ccc(F)cc2)c1, [Na+], [OH-]. Yields the product CC(C)CC(=O)c1ccc2c(cnn2-c2ccc(F)cc2)c1. As a reaction SMILES: [Cl:25][CH2:26][Cl:27].[F:1][c:2]1[cH:3][cH:4][c:5](-[n:8]2[n:9][cH:10][c:11]3[cH:12][c:13]([CH:17]([CH2:18][CH:19]([CH3:20])[CH3:21])[OH:22])[cH:14][cH:15][c:16]23)[cH:6][cH:7]1.[Na+:24].[OH-:23]>>[F:1][c:2]1[cH:3][cH:4][c:5](-[n:8]2[n:9][cH:10][c:11]3[cH:12][c:13]([C:17]([CH2:18][CH:19]([CH3:20])[CH3:21])=[O:22])[cH:14][cH:15][c:16]23)[cH:6][cH:7]1. Reactants: O=C([O-])[O-], CS(C)=O, O=C(O)c1cc(C(F)(F)F)cc(Cl)c1F, Cl, [K+], [K+], O=[N+]([O-])c1ccc(O)cc1. Product: O=C(O)c1cc(Cl)cc(C(F)(F)F)c1. Reaction SMILES: [C:26](=[O:27])([O-:28])[O-:29].[CH3:33][S:34]([CH3:35])=[O:36].[Cl:1][c:2]1[c:3]([F:15])[c:4]([C:5](=[O:6])[OH:7])[cH:8][c:9]([C:11]([F:12])([F:13])[F:14])[cH:10]1.[ClH:32].[K+:30].[K+:31].[N+:16]([c:17]1[cH:18][cH:19][c:20]([OH:21])[cH:22][cH:23]1)([O-:24])=[O:25]>>[Cl:1][c:2]1[cH:3][c:4]([C:5](=[O:6])[OH:7])[cH:8][c:9]([C:11]([F:12])([F:13])[F:14])[cH:10]1.